Dataset: the Open Reaction Database (ORD), a public repository of structured organic reaction records. Task: describe an organic reaction: reactants, conditions, products, and yield The reactants are C1CCOC1, CC(=O)N1CCC(n2cc(-c3cnc(N)c4oc(C5=CCCC5)cc34)cn2)CC1. Product: CC(=O)N1CCC(n2cc(-c3cnc(N)c4oc(C5CCCC5)cc34)cn2)CC1. RXN SMILES: [CH2:30]1[O:31][CH2:32][CH2:33][CH2:34]1.[NH2:1][c:2]1[n:3][cH:4][c:5](-[c:16]2[cH:17][n:18][n:19]([CH:21]3[CH2:22][CH2:23][N:24]([C:27]([CH3:28])=[O:29])[CH2:25][CH2:26]3)[cH:20]2)[c:6]2[c:7]1[o:8][c:9]([C:11]1=[CH:12][CH2:13][CH2:14][CH2:15]1)[cH:10]2>>[NH2:1][c:2]1[n:3][cH:4][c:5](-[c:16]2[cH:17][n:18][n:19]([CH:21]3[CH2:22][CH2:23][N:24]([C:27]([CH3:28])=[O:29])[CH2:25][CH2:26]3)[cH:20]2)[c:6]2[c:7]1[o:8][c:9]([CH:11]1[CH2:12][CH2:13][CH2:14][CH2:15]1)[cH:10]2. Starting materials: C(C)(C)(C)[Si](OC1=CC=C(C=C1)N)(C)C (4-(tert-butyl-dimethyl-silanyloxy)-phenylamine), O=C1CCN(CC1)[C@@H](CC#N)C ((R)-3-(4-oxo-piperidin-1-yl)-butyronitrile). The product is NCC[C@@H](C)N1CCC(CC1)NC1=CC=C(C=C1)O[Si](C)(C)C(C)(C)C ([1-((R)-3-amino-1-methyl-propyl)-piperidin-4-yl]-[4-(tert-butyl-dimethyl-silanyloxy)-phenyl]-amine). As a reaction SMILES: [C:1]([Si:5]([CH3:15])([CH3:14])[O:6][C:7]1[CH:12]=[CH:11][C:10]([NH2:13])=[CH:9][CH:8]=1)([CH3:4])([CH3:3])[CH3:2].O=[C:17]1[CH2:22][CH2:21][N:20]([C@H:23]([CH3:27])[CH2:24][C:25]#[N:26])[CH2:19][CH2:18]1>>[NH2:26][CH2:25][CH2:24][C@H:23]([N:20]1[CH2:21][CH2:22][CH:17]([NH:13][C:10]2[CH:9]=[CH:8][C:7]([O:6][Si:5]([C:1]([CH3:4])([CH3:3])[CH3:2])([CH3:15])[CH3:14])=[CH:12][CH:11]=2)[CH2:18][CH2:19]1)[CH3:27]. Procedure details: Using general procedure A with 4-(tert-butyl-dimethyl-silanyloxy)-phenylamine (Swenton, John S.; et al., J. Org. Chem., 54, 1, 1989, 51-58) (1.28 g, 5.73 mmol) and (R)-3-(4-oxo-piperidin-1-yl)-butyronitrile (1.05 g, 6.32 mmol) followed by general procedure J gave [1-((R)-3-amino-1-methyl-propyl)-piperidin-4-yl]-[4-(tert-butyl-dimethyl-silanyloxy)-phenyl]-amine as a yellow oil (1.81 g, 84% over 2 steps). The reactants are 3-alkyl—thiazolidine-2,4-dione, CN1C(SCC1=O)=O (3-Methyl-thiazolidine-2,4-dione), C1(=CC=CC=C1)C (toluene), N1CCCCC1 (piperidine), CN1C(CC(C2=CC(=C(C=C12)C=1C=C(C=O)C=CC1OC(F)(F)F)C)(C)C)=O (3-(1,4,4,6-Tetramethyl-2-oxo-1,2,3,4-tetrahydro-quinolin-7-yl)-4-trifluoromethoxy-benzaldehyde). Solvent: C(C)(=O)O (acetic acid), C(C)(=O)OCC (ethyl acetate). Yields the product CN1C(SC(C1=O)=CC1=CC(=C(C=C1)OC(F)(F)F)C1=C(C=C2C(CC(N(C2=C1)C)=O)(C)C)C)=O (3-methyl-5-[3-(1,4,4,6-tetramethyl-2-oxo-1,2,3,4-tetrahydro-quinolin-7-yl)-4-trifluoromethoxy-benzylidene]-thiazolidine-2,4-dione). Reaction SMILES: C1(C)C=CC=CC=1.N1CCCCC1.[CH3:14][N:15]1[C:24]2[C:19](=[CH:20][C:21]([CH3:38])=[C:22]([C:25]3[CH:26]=[C:27]([CH:30]=[CH:31][C:32]=3[O:33][C:34]([F:37])([F:36])[F:35])[CH:28]=O)[CH:23]=2)[C:18]([CH3:40])([CH3:39])[CH2:17][C:16]1=[O:41].[CH3:42][N:43]1[C:47](=[O:48])[CH2:46][S:45][C:44]1=[O:49]>C(OCC)(=O)C.C(O)(=O)C>[CH3:42][N:43]1[C:47](=[O:48])[C:46](=[CH:28][C:27]2[CH:30]=[CH:31][C:32]([O:33][C:34]([F:37])([F:36])[F:35])=[C:25]([C:22]3[CH:23]=[C:24]4[C:19]([C:18]([CH3:39])([CH3:40])[CH2:17][C:16](=[O:41])[N:15]4[CH3:14])=[CH:20][C:21]=3[CH3:38])[CH:26]=2)[S:45][C:44]1=[O:49]. Procedure details: A mixture of toluene (80 mL), piperidine (380 μL), acetic acid (380 μL), 3-(1,4,4,6-Tetramethyl-2-oxo-1,2,3,4-tetrahydro-quinolin-7-yl)-4-trifluoromethoxy-benzaldehyde (7.5 g, 19.16 mmol) and a 3-alkyl—thiazolidine-2,4-dione such as 3-Methyl-thiazolidine-2,4-dione (19.16 mmol) is heated at reflux overnight. The reaction mixture is cooled to room temperature, diluted with ethyl acetate and is washed with water and brine, dried over MgSO4. The residue is recrystallized to afford 3-methyl-5-[3-(1,4... Reactants: C(CCCC)(OC)(OC)OC (trimethyl orthovalerate), C(C1=CC=CC=C1)OC1=CC=C2C(=C(C=NC2=C1)N)NCCOC1=CC=CC=C1 (7-benzyloxy-N4-(2-phenoxyethyl)quinoline-3,4-diamine). Solvent: xylenes. Yields the product C(C1=CC=CC=C1)OC=1C=CC=2C3=C(C=NC2C1)N=C(N3CCOC3=CC=CC=C3)CCCC (7-benzyloxy-2-butyl-1-(2-phenoxyethyl)-1H-imidazo[4,5-c]quinoline). The yield is 84.0%. RXN SMILES: [C:1](OC)(OC)(OC)[CH2:2][CH2:3][CH2:4][CH3:5].[CH2:12]([O:19][C:20]1[CH:29]=[C:28]2[C:23]([C:24]([NH:31][CH2:32][CH2:33][O:34][C:35]3[CH:40]=[CH:39][CH:38]=[CH:37][CH:36]=3)=[C:25]([NH2:30])[CH:26]=[N:27]2)=[CH:22][CH:21]=1)[C:13]1[CH:18]=[CH:17][CH:16]=[CH:15][CH:14]=1>>[CH2:12]([O:19][C:20]1[CH:21]=[CH:22][C:23]2[C:24]3[N:31]([CH2:32][CH2:33][O:34][C:35]4[CH:40]=[CH:39][CH:38]=[CH:37][CH:36]=4)[C:1]([CH2:2][CH2:3][CH2:4][CH3:5])=[N:30][C:25]=3[CH:26]=[N:27][C:28]=2[CH:29]=1)[C:13]1[CH:14]=[CH:15][CH:16]=[CH:17][CH:18]=1. Procedure: Under a nitrogen atmosphere, trimethyl orthovalerate (2.7 mL, 16 mmol) was added dropwise to a solution of 7-benzyloxy-N4-(2-phenoxyethyl)quinoline-3,4-diamine (3.0 g, 7.8 mmol), prepared as described in Parts A and B of Example 46, in xylenes (30 mL), and the reaction was heated at reflux for 24 hours. The reaction mixture was allowed to cool to ambient temperature; a precipitate formed, which was isolated by filtration, washed with hexanes, and dried for two hours in a vacuum oven to provide 2... Reaction SMILES: [Cl:1][C:2]1[C:3]2[CH:10]=[C:9]([C:11]3[CH:16]=CC=C[N:12]=3)NC=2N=CN=1.[N:17]1[CH:22]=[CH:21][CH:20]=[CH:19][C:18]=1[C:23]1[NH:32][C:26]2[N:27]=[CH:28][N:29]=[C:30](O)[C:25]=2[CH:24]=1>P(Cl)(Cl)(Cl)=O>[Cl:1][C:2]1[CH:16]=[C:11]([CH:9]=[CH:10][CH:3]=1)[NH:12][C:30]1[C:25]2[CH:24]=[C:23]([C:18]3[CH:19]=[CH:20][CH:21]=[CH:22][N:17]=3)[NH:32][C:26]=2[N:27]=[CH:28][N:29]=1. Conditions: time 2 hour. The product is ClC=1C=C(NC=2C3=C(N=CN2)NC(=C3)C3=NC=CC=C3)C=CC1 (4-(3-Chloro-anilino)-6-(pyrid-2-yl)-7H-pyrrolo[2,3-d]pyrimidine). Run in P(=O)(Cl)(Cl)Cl (phosphorus oxychloride). Procedure details: 4-Chloro-6-(pyrid-2-yl)-7H-pyrrolo[2,3-d]pyrimidine With the exclusion of moisture, 7.05 g (33.2 mmol) of 6-(pyrid-2-yl)-7H-pyrrolo[2,3-d]-pyrimidin-4-ol and 70 ml of phosphorus oxychloride are heated at boiling for 2 hours. The dark-brown suspension is concentrated by evaporation to a residual volume of 20 ml. The residue is introduced in portions into water, neutralized with solid NaHCO3 and 0.2 liter of ethyl acetate is added thereto. Filtering and washing with hot THF yield the title compoun... Reactants: ClC=1C2=C(N=CN1)NC(=C2)C2=NC=CC=C2 (4-Chloro-6-(pyrid-2-yl)-7H-pyrrolo[2,3-d]pyrimidine), N1=C(C=CC=C1)C1=CC2=C(N=CN=C2O)N1 (6-(pyrid-2-yl)-7H-pyrrolo[2,3-d]-pyrimidin-4-ol). The reactants are N#CCNC(=O)C1CC(S(=O)(=O)c2ccccc2Cl)CN1, Cl, O=C(O)c1ccc(F)cc1. Yields the product N#CCNC(=O)C1CC(S(=O)(=O)c2ccccc2Cl)CN1C(=O)c1ccc(F)cc1. Reaction SMILES: [C:2](#[N:3])[CH2:4][NH:5][C:6](=[O:7])[CH:8]1[NH:9][CH2:10][CH:11]([S:13](=[O:14])(=[O:15])[c:16]2[c:17]([Cl:22])[cH:18][cH:19][cH:20][cH:21]2)[CH2:12]1.[ClH:1].[OH:23][C:24](=[O:25])[c:26]1[cH:27][cH:28][c:29]([F:30])[cH:31][cH:32]1>>[C:2](#[N:3])[CH2:4][NH:5][C:6](=[O:7])[CH:8]1[N:9]([C:24](=[O:23])[c:26]2[cH:27][cH:28][c:29]([F:30])[cH:31][cH:32]2)[CH2:10][CH:11]([S:13](=[O:14])(=[O:15])[c:16]2[c:17]([Cl:22])[cH:18][cH:19][cH:20][cH:21]2)[CH2:12]1.